This data is from the Open Reaction Database (ORD), a public repository of structured organic reaction records. The task is: describe an organic reaction: reactants, conditions, products, and yield Reactants: COC1=CC=C(C=C1)[C@@]1([C@H](CCCC1)O)O ([1S*,2S*]-1-(4-methoxyphenyl)cyclohexane-1,2-diol), C1(=CC=C(C=C1)S(=O)(=O)Cl)C (p-toluenesulfonyl chloride), ice water. Solvent: N1=CC=CC=C1 (pyridine). Run at time 8 hour. Product: C1(=CC=C(C=C1)S(=O)(=O)O[C@@H]1[C@](CCCC1)(C1=CC=C(C=C1)OC)O)C ([1S*,2S*]-1-hydroxy-1-(4-methoxyphenyl)cyclohex-2-yl p-toluenesulfonate). Isolated yield 25.0%. RXN SMILES: [CH3:1][O:2][C:3]1[CH:8]=[CH:7][C:6]([C@@:9]2([OH:16])[CH2:14][CH2:13][CH2:12][CH2:11][C@@H:10]2[OH:15])=[CH:5][CH:4]=1.[C:17]1([CH3:27])[CH:22]=[CH:21][C:20]([S:23](Cl)(=[O:25])=[O:24])=[CH:19][CH:18]=1>N1C=CC=CC=1>[C:17]1([CH3:27])[CH:22]=[CH:21][C:20]([S:23]([O:15][C@H:10]2[CH2:11][CH2:12][CH2:13][CH2:14][C@:9]2([OH:16])[C:6]2[CH:5]=[CH:4][C:3]([O:2][CH3:1])=[CH:8][CH:7]=2)(=[O:25])=[O:24])=[CH:19][CH:18]=1. Reported procedure: [1S*,2S*]-1-(4-methoxyphenyl)cyclohexane-1,2-diol (2.02 g, 9.1 mmole, prepared in Part A above) was dissolved in pyridine (25 mL) and cooled in ice bath, then p-toluenesulfonyl chloride (2.71 g, 14.3 mmole) was added in portions. The resultant orange solution was allowed to warm to ambient temperature over a period of about 1 hours, stirred at ambient temperature overnight, and then added slowly to ice-water with stirring. The resultant gray solids were filtered and dried to yield the desired cr... Starting materials: COc1ccc(F)cc1C(C)(C)CC(O)(C=O)C(F)(F)F, CCOc1ccc2c(N)cccc2n1. Product: CCOc1ccc2c(NCC(O)(CC(C)(C)c3cc(F)ccc3OC)C(F)(F)F)cccc2n1. RXN SMILES: [F:1][c:2]1[cH:3][cH:4][c:5]([O:20][CH3:21])[c:6]([C:8]([CH2:9][C:10]([CH:11]=[O:12])([C:13]([F:14])([F:15])[F:16])[OH:17])([CH3:18])[CH3:19])[cH:7]1.[NH2:22][c:23]1[c:24]2[cH:25][cH:26][c:27]([O:33][CH2:34][CH3:35])[n:28][c:29]2[cH:30][cH:31][cH:32]1>>[F:1][c:2]1[cH:3][cH:4][c:5]([O:20][CH3:21])[c:6]([C:8]([CH2:9][C:10]([CH2:11][NH:22][c:23]2[c:24]3[cH:25][cH:26][c:27]([O:33][CH2:34][CH3:35])[n:28][c:29]3[cH:30][cH:31][cH:32]2)([C:13]([F:14])([F:15])[F:16])[OH:17])([CH3:18])[CH3:19])[cH:7]1. Procedure details: A solution of Example 26B (142 mg, 0.7 mmol) and (R)-1-phenylethylamine (85 mg, 0.7 mmol) in absolute ethanol (1 mL) was stirred at 60° C. for 6 h. The mixture was concentrated under reduced pressure and purified by preparative HPLC on a Waters Symmetry C8 column (40 mm×100 mm, 7 μm particle size) using a gradient of 10% to 100% acetonitrile in 10 mM of ammonium acetate over 15 min at a flow rate of 70 mL/min to provide the title compound. MS (ESI+) m/z 277 (M+H)+; 1H NMR (300 MHz, DMSO-d6) δ pp... Yields the product C(#N)N=C(CC1=C(C=CC=C1)C)N[C@H](C)C1=CC=CC=C1 (N′-cyano-2-(2-methylphenyl)-N-[(1R)-1-phenylethyl]ethanimidamide). The reactants are C(#N)N=C(CC1=C(C=CC=C1)C)OCC (ethyl N-cyano-2-(2-methylphenyl)ethanimidoate), C1(=CC=CC=C1)[C@@H](C)N ((R)-1-phenylethylamine). Run in C(C)O (ethanol). RXN SMILES: [C:1]([N:3]=[C:4](OCC)[CH2:5][C:6]1[CH:11]=[CH:10][CH:9]=[CH:8][C:7]=1[CH3:12])#[N:2].[C:16]1([C@H:22]([NH2:24])[CH3:23])[CH:21]=[CH:20][CH:19]=[CH:18][CH:17]=1>C(O)C>[C:1]([N:3]=[C:4]([NH:24][C@@H:22]([C:16]1[CH:21]=[CH:20][CH:19]=[CH:18][CH:17]=1)[CH3:23])[CH2:5][C:6]1[CH:11]=[CH:10][CH:9]=[CH:8][C:7]=1[CH3:12])#[N:2]. The reactants are CC(C)=O, Cc1c(C)c2c(c(Cl)c1C=O)OC(C)(C)C2, [Na+], [OH-], O. Product: CC(=O)C=Cc1c(C)c(C)c2c(c1Cl)OC(C)(C)C2. Reaction SMILES: [CH3:20][C:21]([CH3:22])=[O:23].[Cl:1][c:2]1[c:3]([CH:15]=[O:16])[c:4]([CH3:14])[c:5]([CH3:13])[c:6]2[c:10]1[O:9][C:8]([CH3:11])([CH3:12])[CH2:7]2.[Na+:19].[OH-:18].[OH2:17]>>[Cl:1][c:2]1[c:3]([CH:15]=[CH:20][C:21]([CH3:22])=[O:23])[c:4]([CH3:14])[c:5]([CH3:13])[c:6]2[c:10]1[O:9][C:8]([CH3:11])([CH3:12])[CH2:7]2. Reactants: CC(C)(C)OC(=O)N1CC(NC(=O)CNC(=O)c2cc(C(F)(F)F)ccc2C(F)(F)F)C1, O=C(O)C(F)(F)F. Product: O=C(CNC(=O)c1cc(C(F)(F)F)ccc1C(F)(F)F)NC1CNC1. As a reaction SMILES: [C:8]([O:9][C:10](=[O:11])[N:15]1[CH2:16][CH:17]([NH:19][C:20]([CH2:21][NH:22][C:23]([c:24]2[c:25]([C:34]([F:35])([F:36])[F:37])[cH:26][cH:27][c:28]([C:30]([F:31])([F:32])[F:33])[cH:29]2)=[O:38])=[O:39])[CH2:18]1)([CH3:12])([CH3:13])[CH3:14].[F:1][C:2]([F:3])([F:4])[C:5]([OH:6])=[O:7]>>[NH:15]1[CH2:16][CH:17]([NH:19][C:20]([CH2:21][NH:22][C:23]([c:24]2[c:25]([C:34]([F:35])([F:36])[F:37])[cH:26][cH:27][c:28]([C:30]([F:31])([F:32])[F:33])[cH:29]2)=[O:38])=[O:39])[CH2:18]1. Reactants: C(=C)C=1C=C(CO)C=CC1 (3-Ethenylbenzyl alcohol), C(Cl)(Cl)(Cl)Cl (carbon tetrachloride), C1(=CC=CC=C1)P(C1=CC=CC=C1)C1=CC=CC=C1 (triphenylphosphine). Product: C(=C)C=1C=C(CCl)C=CC1 (3-Ethenylbenzyl chloride). Reaction SMILES: [CH:1]([C:3]1[CH:4]=[C:5]([CH:8]=[CH:9][CH:10]=1)[CH2:6]O)=[CH2:2].C1(P(C2C=CC=CC=2)C2C=CC=CC=2)C=CC=CC=1.C(Cl)(Cl)(Cl)[Cl:31]>>[CH:1]([C:3]1[CH:4]=[C:5]([CH:8]=[CH:9][CH:10]=1)[CH2:6][Cl:31])=[CH2:2]. Procedure: 3-Ethenylbenzyl alcohol (5.26 g) was dissolved in carbon tetrachloride (100 ml) and triphenylphosphine (10.2 g) added. The solution was refluxed overnight and then left to cool. A white precipitate formed which was filtered through celite. The filtrate was evaporated in vacuo to yield a crude product. The residue was purified by gravity chromatography on silica using 5% dichloromethane in petrol (60-80) as eluant. This yielded the pure product. The reactants are C(=O)([O-])[O-].[Na+].[Na+] (Na2CO3), BrC=1C=C(N2N=CN=C(C21)N)CCCCO[Si](C)(C)C(C)(C)C (5-bromo-7-(4-{[tert-butyl(dimethyl)silyl]oxy}butyl)pyrrolo[2,1-f][1,2,4]triazin-4-amine), C(C1=CC=CC=C1)N1N=C2C=C(C=CC2=C1)B1OC(C(O1)(C)C)(C)C (2-benzyl-6-(4,4,5,5-tetramethyl-1,3,2-dioxaborolan-2-yl)-2H-indazole), [1,1′-bis(diphenylphosphino)-ferrocene]dichloro palladium(II) dichloromethane. The solvent is COCCOC (DME). Run at temperature 80 celsius. Product: C(C1=CC=CC=C1)N1N=C2C=C(C=CC2=C1)C=1C=C(N2N=CN=C(C21)N)CCCCO[Si](C)(C)C(C)(C)C (5-(2-benzyl-2H-indazol-6-yl)-7-(4-{[tert-butyl(dimethyl)silyl]oxy}butyl)pyrrolo[2,1-f][1,2,4]triazin-4-amine). Yield: 48.0%. RXN SMILES: Br[C:2]1[CH:3]=[C:4]([CH2:12][CH2:13][CH2:14][CH2:15][O:16][Si:17]([C:20]([CH3:23])([CH3:22])[CH3:21])([CH3:19])[CH3:18])[N:5]2[C:10]=1[C:9]([NH2:11])=[N:8][CH:7]=[N:6]2.[CH2:24]([N:31]1[CH:39]=[C:38]2[C:33]([CH:34]=[C:35](B3OC(C)(C)C(C)(C)O3)[CH:36]=[CH:37]2)=[N:32]1)[C:25]1[CH:30]=[CH:29][CH:28]=[CH:27][CH:26]=1.C([O-])([O-])=O.[Na+].[Na+]>COCCOC>[CH2:24]([N:31]1[CH:39]=[C:38]2[C:33]([CH:34]=[C:35]([C:2]3[CH:3]=[C:4]([CH2:12][CH2:13][CH2:14][CH2:15][O:16][Si:17]([C:20]([CH3:23])([CH3:22])[CH3:21])([CH3:19])[CH3:18])[N:5]4[C:10]=3[C:9]([NH2:11])=[N:8][CH:7]=[N:6]4)[CH:36]=[CH:37]2)=[N:32]1)[C:25]1[CH:30]=[CH:29][CH:28]=[CH:27][CH:26]=1 |f:2.3.4|. Reported procedure: To a stirred suspension of 5-bromo-7-(4-{[tert-butyl(dimethyl)silyl]oxy}butyl)pyrrolo[2,1-f][1,2,4]triazin-4-amine (3.00 g, 7.51 mmol), 2-benzyl-6-(4,4,5,5-tetramethyl-1,3,2-dioxaborolan-2-yl)-2H-indazole (3.77 g, 11.3 mmol), and [1,1′-bis(diphenylphosphino)-ferrocene]dichloro palladium(II) dichloromethane adduct (550 mg, 0.75 mmol) in degassed DME (50 mL) was added aqueous Na2CO3 solution (2 M, 11.3 mL). The reaction was heated (80° C.) for 17 h and then cooled to rt. The mixture was partitione... The reactants are C1(=CC=CC2=CC=CC=C12)C=C1C(=O)OC(CC1)=O (2-(1-naphthylmethylene)glutaric anhydride), N1CCOCC1 (morpholine). The solvent is C(Cl)Cl (methylene chloride). Conditions: time 4 hour. The product is O1CCN(CC1)C(CCC(C(=O)O)=CC1=CC=CC2=CC=CC=C12)=O (5-morpholino-2-(1-naphthylmethylene)-5-oxopentanoic acid). Yield: 100.0%. As a reaction SMILES: [C:1]1([CH:11]=[C:12]2[CH2:18][CH2:17][C:16](=[O:19])[O:15][C:13]2=[O:14])[C:10]2[C:5](=[CH:6][CH:7]=[CH:8][CH:9]=2)[CH:4]=[CH:3][CH:2]=1.[NH:20]1[CH2:25][CH2:24][O:23][CH2:22][CH2:21]1>C(Cl)Cl>[O:23]1[CH2:24][CH2:25][N:20]([C:16](=[O:19])[CH2:17][CH2:18][C:12](=[CH:11][C:1]2[C:10]3[C:5](=[CH:6][CH:7]=[CH:8][CH:9]=3)[CH:4]=[CH:3][CH:2]=2)[C:13]([OH:15])=[O:14])[CH2:21][CH2:22]1. Procedure details: 7.5 g (30 mmole) of 2-(1-naphthylmethylene)glutaric anhydride (prepared as described above) were dissolved in 70 ml of methylene chloride, and 2.85 ml (33 mmole) of morpholine were added to the resulting solution. The mixture was stirred at room temperature for 4 hours. At the end of this time, the reaction mixture was washed with a 5% v/v aqueous solution of citric acid and with a saturated aqueous solution of sodium chloride, in that order, after which it was dried over anhydrous sodium sulfat...